This data is from the Open Reaction Database (ORD), a public repository of structured organic reaction records. The task is: describe an organic reaction: reactants, conditions, products, and yield Reactants: Brc1ncnc2nc[nH]c12, CCCCO, CCN(C(C)C)C(C)C, CC(N)c1cc2c(Cl)cccc2nc1-c1ccccn1. Product: CC(Nc1ncnc2[nH]cnc12)c1cc2c(Cl)cccc2nc1-c1ccccn1. RXN SMILES: [Br:21][c:22]1[c:23]2[nH:24][cH:25][n:26][c:27]2[n:28][cH:29][n:30]1.[CH2:40]([OH:41])[CH2:42][CH2:43][CH3:44].[CH:31]([N:32]([CH2:33][CH3:34])[CH:35]([CH3:36])[CH3:37])([CH3:38])[CH3:39].[Cl:1][c:2]1[c:3]2[cH:4][c:5]([CH:18]([CH3:19])[NH2:20])[c:6](-[c:12]3[n:13][cH:14][cH:15][cH:16][cH:17]3)[n:7][c:8]2[cH:9][cH:10][cH:11]1>>[Cl:1][c:2]1[c:3]2[cH:4][c:5]([CH:18]([CH3:19])[NH:20][c:22]3[c:23]4[n:24][cH:25][nH:26][c:27]4[n:28][cH:29][n:30]3)[c:6](-[c:12]3[n:13][cH:14][cH:15][cH:16][cH:17]3)[n:7][c:8]2[cH:9][cH:10][cH:11]1.